This data is from the Open Reaction Database (ORD), a public repository of structured organic reaction records. The task is: describe an organic reaction: reactants, conditions, products, and yield Reactants: COc1ccc(Br)cc1C=O, COCCOC, [Na+], [Na+], O=C([O-])[O-], O, c1ccc(P(c2ccccc2)(c2ccccc2)[Pd](P(c2ccccc2)(c2ccccc2)c2ccccc2)(P(c2ccccc2)(c2ccccc2)c2ccccc2)P(c2ccccc2)(c2ccccc2)c2ccccc2)cc1, OB(O)c1ccsc1. The product is COc1ccc(-c2ccsc2)cc1C=O. As a reaction SMILES: [Br:1][c:2]1[cH:3][cH:4][c:5]([O:10][CH3:11])[c:6]([CH:7]=[O:8])[cH:9]1.[CH3:27][O:28][CH2:29][CH2:30][O:31][CH3:32].[Na+:20].[Na+:21].[O-:22][C:23](=[O:24])[O-:25].[OH2:26].[cH:33]1[cH:34][cH:35][c:36]([P:37]([Pd:38]([P:39]([c:40]2[cH:41][cH:42][cH:43][cH:44][cH:45]2)([c:46]2[cH:47][cH:48][cH:49][cH:50][cH:51]2)[c:52]2[cH:53][cH:54][cH:55][cH:56][cH:57]2)([P:58]([c:59]2[cH:60][cH:61][cH:62][cH:63][cH:64]2)([c:65]2[cH:66][cH:67][cH:68][cH:69][cH:70]2)[c:71]2[cH:72][cH:73][cH:74][cH:75][cH:76]2)[P:77]([c:78]2[cH:79][cH:80][cH:81][cH:82][cH:83]2)([c:84]2[cH:85][cH:86][cH:87][cH:88][cH:89]2)[c:90]2[cH:91][cH:92][cH:93][cH:94][cH:95]2)([c:96]2[cH:97][cH:98][cH:99][cH:100][cH:101]2)[c:102]2[cH:103][cH:104][cH:105][cH:106][cH:107]2)[cH:108][cH:109]1.[s:12]1[cH:13][c:14]([B:17]([OH:18])[OH:19])[cH:15][cH:16]1>>[c:2]1(-[c:14]2[cH:13][s:12][cH:16][cH:15]2)[cH:3][cH:4][c:5]([O:10][CH3:11])[c:6]([CH:7]=[O:8])[cH:9]1. Reactants: aqueous solution, C(C)(C)C=1N=C(SC1CCC(=O)C1=CC=C(C=C1)NS(=O)(=O)C1=C(C=CC=C1)[N+](=O)[O-])C1=CC=C(C=C1)C(F)(F)F (N-[4-[3-[4-isopropyl-2-[4-(trifluoromethyl)phenyl]thiazol-5-yl]propionyl]phenyl]-2-nitrobenzenesulfonamide), IC (Iodomethane), C([O-])([O-])=O.[K+].[K+] (potassium carbonate), Cl (hydrochloric acid). The solvent is CN(C=O)C (dimethylformamide). Conditions: time 16 hour. Yields the product C(C)(C)C=1N=C(SC1CCC(=O)C1=CC=C(C=C1)N(S(=O)(=O)C1=C(C=CC=C1)[N+](=O)[O-])C)C1=CC=C(C=C1)C(F)(F)F (N-[4-[3-[4-Isopropyl-2-[4-(trifluoromethyl)phenyl]thiazol-5-yl]propionyl]phenyl]-N-methyl-2-nitrobenzenesulfonamide). Yield: 84.8%. RXN SMILES: [CH:1]([C:4]1[N:5]=[C:6]([C:32]2[CH:37]=[CH:36][C:35]([C:38]([F:41])([F:40])[F:39])=[CH:34][CH:33]=2)[S:7][C:8]=1[CH2:9][CH2:10][C:11]([C:13]1[CH:18]=[CH:17][C:16]([NH:19][S:20]([C:23]2[CH:28]=[CH:27][CH:26]=[CH:25][C:24]=2[N+:29]([O-:31])=[O:30])(=[O:22])=[O:21])=[CH:15][CH:14]=1)=[O:12])([CH3:3])[CH3:2].IC.[C:44](=O)([O-])[O-].[K+].[K+].Cl>CN(C)C=O>[CH:1]([C:4]1[N:5]=[C:6]([C:32]2[CH:33]=[CH:34][C:35]([C:38]([F:41])([F:39])[F:40])=[CH:36][CH:37]=2)[S:7][C:8]=1[CH2:9][CH2:10][C:11]([C:13]1[CH:18]=[CH:17][C:16]([N:19]([CH3:44])[S:20]([C:23]2[CH:28]=[CH:27][CH:26]=[CH:25][C:24]=2[N+:29]([O-:31])=[O:30])(=[O:21])=[O:22])=[CH:15][CH:14]=1)=[O:12])([CH3:3])[CH3:2] |f:2.3.4|. Reported procedure: The obtained N-[4-[3-[4-isopropyl-2-[4-(trifluoromethyl)phenyl]thiazol-5-yl]propionyl]phenyl]-2-nitrobenzenesulfonamide (265 mg, 0.439 mmol) was dissolved in anhydrous dimethylformamide (10 mL). Iodomethane (30 μL, 0.483 mmol) and potassium carbonate (121 mg, 0.875 mmol) were added to the solution. The mixture was stirred at room temperature for 16 hours. The mixture was neutralized with 0.2 N aqueous solution of hydrochloric acid, and extracted with ethyl acetate. The organic layer was washed w... Starting materials: FC1=C(C=CC=C1)C=1C(=NN2C(=NN=CC21)C2=C(C=CC=C2)F)OCC=2N(N=CN2)C (3-(2-Fluorophenyl)-7-(2-fluorophenyl)-2-(2-methyl-2H-[1,2,4]triazol-3-ylmethoxy)pyrazolo[1,5-d][1,2,4]triazine), FC1=CC=C(C(=O)NN)C=C1 (4-fluorobenzoic hydrazide). The product is FC1=C(C=CC=C1)C=1C(=NN2C(=NN=CC21)C2=CC=C(C=C2)F)OCC=2N(N=CN2)C (3-(2-Fluorophenyl)-7-(4-fluorophenyl)-2-(2-methyl-2H-[1,2,4]-triazol-3-ylmethoxy)pyrazolo[1,5-d][1,2,4]triazine). As a reaction SMILES: [F:1][C:2]1[CH:7]=[CH:6][CH:5]=[CH:4][C:3]=1[C:8]1[C:9]([O:24][CH2:25][C:26]2[N:27]([CH3:31])[N:28]=[CH:29][N:30]=2)=[N:10][N:11]2[C:16]=1[CH:15]=[N:14][N:13]=[C:12]2[C:17]1[CH:22]=[CH:21][CH:20]=[CH:19][C:18]=1F.[F:32]C1C=CC(C(NN)=O)=CC=1>>[F:1][C:2]1[CH:7]=[CH:6][CH:5]=[CH:4][C:3]=1[C:8]1[C:9]([O:24][CH2:25][C:26]2[N:27]([CH3:31])[N:28]=[CH:29][N:30]=2)=[N:10][N:11]2[C:16]=1[CH:15]=[N:14][N:13]=[C:12]2[C:17]1[CH:18]=[CH:19][C:20]([F:32])=[CH:21][CH:22]=1. Procedure details: This compound was prepared using the procedure described in Example 21, steps b) to f), using 3-(2-fluorophenyl)-4-hydroxy-2-furanone (cf. Example 2) instead of 3-tert-butyl-4-hydroxy-2-furanone and 4-fluorobenzoic hydrazide instead of 2,5-difluorobenzoic hydrazide in step e). Data for the title compound: mp=191° C.; 1H NMR (400 MHz, CDCl3) δ 3.92 (3H, s), 5.66 (2H, s), 7.22-7.32 (4H, m), 7.39-7.44 (1H, m), 7.58 (1H, m), 7.90 (1H, s), 8.51-8.55 (2H, m), 9.21 (1H, s); MS (ES+) m/e 420 [MH]+; Anal...